Dataset: the Open Reaction Database (ORD), a public repository of structured organic reaction records. Task: describe an organic reaction: reactants, conditions, products, and yield The reactants are C1(=CC=CC=C1)C1(CCCCCC1)N1CCC(CC1)N1C(=NC2=C1C=CC=C2)NCCN (N-{1-[1-(1-Phenylcycloheptyl)-4-piperidinyl]-1H-benzimidazol-2-yl}-1,2-ethanediamine), C(=O)(OC(C)(C)C)NC(=N)N1N(CC=C1)C(NC(=O)OC(C)(C)C)=N (N, N′-bis Boc guanylpyrazole), O (Water). Solvent: C1CCOC1 (THF). Product: C1(=CC=CC=C1)C1(CCCCCC1)N1CCC(CC1)N1C(=NC2=C1C=CC=C2)NCCNC(=N)N (N-[2-({1-[1-(1-Phenylcycloheptyl)-4-piperidinyl]-1H-benzimidazol-2-yl}amino)ethyl]guanidine). The yield is 71.4%. Reaction SMILES: [C:1]1([C:7]2([N:14]3[CH2:19][CH2:18][CH:17]([N:20]4[C:24]5[CH:25]=[CH:26][CH:27]=[CH:28][C:23]=5[N:22]=[C:21]4[NH:29][CH2:30][CH2:31][NH2:32])[CH2:16][CH2:15]3)[CH2:13][CH2:12][CH2:11][CH2:10][CH2:9][CH2:8]2)[CH:6]=[CH:5][CH:4]=[CH:3][CH:2]=1.C([NH:40][C:41](N1C=CCN1C(=N)NC(OC(C)(C)C)=O)=[NH:42])(OC(C)(C)C)=O.O>C1COCC1>[C:1]1([C:7]2([N:14]3[CH2:15][CH2:16][CH:17]([N:20]4[C:24]5[CH:25]=[CH:26][CH:27]=[CH:28][C:23]=5[N:22]=[C:21]4[NH:29][CH2:30][CH2:31][NH:32][C:41]([NH2:42])=[NH:40])[CH2:18][CH2:19]3)[CH2:13][CH2:12][CH2:11][CH2:10][CH2:9][CH2:8]2)[CH:2]=[CH:3][CH:4]=[CH:5][CH:6]=1. Procedure: A mixture of 2-aminoethylamino-1-[1(1-phenylcycloheptyl)-4-piperidinyl]benzimidazole (Example 27, 85.6 mg, 0.199 mmol) and N, N′-bis Boc guanylpyrazole (117 mg, 0.377 mmol, this was prepared according to the following reported procedure: M. S. Bernatowicz, et al., Tetrahedron Lett., 1993, 34, 3389-3392) in THF (3 ml) was stirred at room temperature for 16 h. Water was added to the reaction mixture and extracted with CH2Cl2. The extracts combined were washed with brine, dried (Na2SO4), filtered, ... Starting materials: N1C=NC(=C1)C1=NC=CC(=C1)C(=O)OC (methyl 2-(1H-imidazol-4-yl)pyridine-4-carboxylate), FC1=CC=C(CCBr)C=C1 (4-fluorophenethyl bromide), [OH-].[Na+] (NaOH). Solvent: CO (MeOH). Product: FC1=CC=C(C=C1)CCN1C=NC(=C1)C1=NC=CC(=C1)C(=O)O (2-[1-[2-(4-fluorophenyl)ethyl]imidazol-4-yl]pyridine-4-carboxylic acid). Yield: 48.0%. RXN SMILES: [NH:1]1[CH:5]=[C:4]([C:6]2[CH:11]=[C:10]([C:12]([O:14]C)=[O:13])[CH:9]=[CH:8][N:7]=2)[N:3]=[CH:2]1.[F:16][C:17]1[CH:25]=[CH:24][C:20]([CH2:21][CH2:22]Br)=[CH:19][CH:18]=1.[OH-].[Na+]>CO>[F:16][C:17]1[CH:25]=[CH:24][C:20]([CH2:21][CH2:22][N:1]2[CH:5]=[C:4]([C:6]3[CH:11]=[C:10]([C:12]([OH:14])=[O:13])[CH:9]=[CH:8][N:7]=3)[N:3]=[CH:2]2)=[CH:19][CH:18]=1 |f:2.3|. Reported procedure: The title compound was prepared in 48% yield from methyl 2-(1H-imidazol-4-yl)pyridine-4-carboxylate (PREPARATION 5) and 4-fluorophenethyl bromide according to the procedure for the preparation of Example 44, followed by saponification using NaOH in MeOH. 1HNMR (400 MHz, DMSO): δ 3.09 (2H, t, J=7.1 Hz), 4.27 (2H, t, J=7.2 Hz), 7.11 (2H, t, J=8.8 Hz), 7.24 (2H, t, J=7.1 Hz), 7.57 (1H, d, J=3.8 Hz), 7.63 (1H, s), 7.82 (1H, s), 8.26 (1H, s), 8.63 (1H, d, J=5.0 Hz). [M+H] Calc'd for C17H14FN3O2, 312....